From a dataset of the Open Reaction Database (ORD), a public repository of structured organic reaction records. describe an organic reaction: reactants, conditions, products, and yield Solvent: CO (methanol). The product is C(C1=CC=CC=C1)(C1=CC=CC=C1)(C1=CC=CC=C1)NC=1SC=C(N1)C(C(=O)O)=NOC(C)(C)C(=O)OC(C)(C)C (2-(2-tritylamino-4-thiazolyl)-2-(1-tert.-butoxycarbonyl-1-methylethyloxyimino)-acetic acid). Reported procedure: A mixture of 1.2 g of the product of Step A, 2 ml of methanolic 1N potassium hydroxide solution and 4 ml of methanol was refluxed for 2 hours and was then cooled during which 390 mg of the starting material crystallized which meant 810 mg of the starting product was saponified. The mixture was filtered and the filtrate was evaporated to dryness. The residue was taken up in 1 ml of dimethylformamide and 2 ml of N hydrochloric acid solution (pH=2). The mixture was stirred and 10 ml of water were a... Reactants: C(C1=CC=CC=C1)(C1=CC=CC=C1)(C1=CC=CC=C1)NC=1SC=C(N1)C(C(=O)OCC)=NOC(C)(C)C(=O)OC(C)(C)C (ethyl 2-(2-tritylamino-4-thiazolyl)-2-(1-tert.-butoxycarbonyl-1-methylethyl oxyimino)-acetate), [OH-].[K+] (potassium hydroxide), starting material. RXN SMILES: [C:1]([NH:20][C:21]1[S:22][CH:23]=[C:24]([C:26](=[N:32][O:33][C:34]([C:37]([O:39][C:40]([CH3:43])([CH3:42])[CH3:41])=[O:38])([CH3:36])[CH3:35])[C:27]([O:29]CC)=[O:28])[N:25]=1)([C:14]1[CH:19]=[CH:18][CH:17]=[CH:16][CH:15]=1)([C:8]1[CH:13]=[CH:12][CH:11]=[CH:10][CH:9]=1)[C:2]1[CH:7]=[CH:6][CH:5]=[CH:4][CH:3]=1.[OH-].[K+]>CO>[C:1]([NH:20][C:21]1[S:22][CH:23]=[C:24]([C:26](=[N:32][O:33][C:34]([C:37]([O:39][C:40]([CH3:43])([CH3:42])[CH3:41])=[O:38])([CH3:35])[CH3:36])[C:27]([OH:29])=[O:28])[N:25]=1)([C:8]1[CH:13]=[CH:12][CH:11]=[CH:10][CH:9]=1)([C:2]1[CH:3]=[CH:4][CH:5]=[CH:6][CH:7]=1)[C:14]1[CH:19]=[CH:18][CH:17]=[CH:16][CH:15]=1 |f:1.2|.